From a dataset of the Open Reaction Database (ORD), a public repository of structured organic reaction records. describe an organic reaction: reactants, conditions, products, and yield The reactants are COC1=CC=C(C=C1)O (4-methoxy-phenol), FC=1C=C(C=O)C=CC1F (3,4-difluorobenzaldehyde). The solvent is CC(=O)N(C)C (DMA). Reaction conditions: temperature 110 celsius, time 15 minute. Product: FC=1C=C(C=O)C=CC1OC1=CC=C(C=C1)OC (3-fluoro-4-(4-methoxy-phenoxy)-benzaldehyde). As a reaction SMILES: [CH3:1][O:2][C:3]1[CH:8]=[CH:7][C:6]([OH:9])=[CH:5][CH:4]=1.[F:10][C:11]1[CH:12]=[C:13]([CH:16]=[CH:17][C:18]=1F)[CH:14]=[O:15]>CC(N(C)C)=O>[F:10][C:11]1[CH:12]=[C:13]([CH:16]=[CH:17][C:18]=1[O:9][C:6]1[CH:7]=[CH:8][C:3]([O:2][CH3:1])=[CH:4][CH:5]=1)[CH:14]=[O:15]. Procedure: 4.9 g (40 mmol) of 4-methoxy-phenol and 4.4 ml (40 mmol) of 3,4-difluorobenzaldehyde were dissolved in 40 ml DMA and stirred in a microwave (CEM Explorer) for 15 minutes at 110° C., then filtered through basic Alox, washed with DMF and concentrated by rotary evaporation. The residue was separated through a KG column with a gradient (cyclohexane+10-25% ethyl acetate) and concentrated by rotary evaporation. Starting materials: CNC(=O)N1CC(CC1)N1CCN(CC1)C(=O)OCC1=CC=CC=C1 (Benzyl 4-{1-[(methylamino)carbonyl]pyrrolidin-3-yl}piperazine-1-carboxylate). The reagents and catalysts are [Pd] (Pd/C). The solvent is C(C)O (ethanol). Conditions: time 7 hour. Yields the product CNC(=O)N1CC(CC1)N1CCNCC1 (N-methyl-3-piperazin-1-ylpyrrolidine-1-carboxamide). Reaction SMILES: [CH3:1][NH:2][C:3]([N:5]1[CH2:9][CH2:8][CH:7]([N:10]2[CH2:15][CH2:14][N:13](C(OCC3C=CC=CC=3)=O)[CH2:12][CH2:11]2)[CH2:6]1)=[O:4]>C(O)C.[Pd]>[CH3:1][NH:2][C:3]([N:5]1[CH2:9][CH2:8][CH:7]([N:10]2[CH2:15][CH2:14][NH:13][CH2:12][CH2:11]2)[CH2:6]1)=[O:4]. Procedure details: 45-4 (0.10 g, 0.30 mmol) was dissolved in 10 mL of absolute ethanol. To this solution was added 10% Pd/C catalyst. This was then hydrogenolyzed for 7 hours at 60 psi. The catalyst was then filtered off and the filtrate was evaporated to an oil and flushed with methanol to afford 45-5. 1H-NMR (CD3OD): 3.62(m, 2H); 3.49(m, 2H); 3.24(t, 4H); 3.14(m, 1H); 3.03(m, 1H); 2.82(m, 2H); 2.72(complex, 4H); 2.20(m, 1H); 1.86(m, 1H). The reactants are CCN1CCOCC1, CC(=O)OC(C)=O, ClCCl, COc1cc(NC(=O)C(=O)NC(C)(C)Cc2ccc(N)cc2)ccc1-c1cnco1. The product is COc1cc(NC(=O)C(=O)NC(C)(C)Cc2ccc(NC(C)=O)cc2)ccc1-c1cnco1. Reaction SMILES: [CH2:38]([N:39]1[CH2:40][CH2:41][O:42][CH2:43][CH2:44]1)[CH3:45].[CH3:31][C:32](=[O:33])[O:34][C:35](=[O:36])[CH3:37].[Cl:46][CH2:47][Cl:48].[NH2:1][c:2]1[cH:3][cH:4][c:5]([CH2:8][C:9]([CH3:10])([CH3:11])[NH:12][C:13]([C:14](=[O:15])[NH:16][c:17]2[cH:18][c:19]([O:28][CH3:29])[c:20](-[c:23]3[cH:24][n:25][cH:26][o:27]3)[cH:21][cH:22]2)=[O:30])[cH:6][cH:7]1>>[NH:1]([c:2]1[cH:3][cH:4][c:5]([CH2:8][C:9]([CH3:10])([CH3:11])[NH:12][C:13]([C:14](=[O:15])[NH:16][c:17]2[cH:18][c:19]([O:28][CH3:29])[c:20](-[c:23]3[cH:24][n:25][cH:26][o:27]3)[cH:21][cH:22]2)=[O:30])[cH:6][cH:7]1)[C:32]([CH3:31])=[O:33]. Reactants: CC[SiH](CC)CC, ClCCl, O=C(O)C(F)(F)F, Nc1cc(C(=O)NC2CC2)c(F)cc1F, O=Cc1cnc(Nc2ccccn2)s1. RXN SMILES: [CH2:30]([SiH:31]([CH2:32][CH3:33])[CH2:34][CH3:35])[CH3:36].[Cl:44][CH2:45][Cl:46].[F:37][C:38]([F:39])([F:40])[C:41]([OH:42])=[O:43].[NH2:15][c:16]1[c:17]([F:29])[cH:18][c:19]([F:28])[c:20]([C:21](=[O:22])[NH:23][CH:24]2[CH2:25][CH2:26]2)[cH:27]1.[n:1]1[c:2]([NH:7][c:8]2[s:9][c:10]([CH:13]=[O:14])[cH:11][n:12]2)[cH:3][cH:4][cH:5][cH:6]1>>[n:1]1[c:2]([NH:7][c:8]2[s:9][c:10]([CH2:13][NH:15][c:16]3[c:17]([F:29])[cH:18][c:19]([F:28])[c:20]([C:21](=[O:22])[NH:23][CH:24]4[CH2:25][CH2:26]4)[cH:27]3)[cH:11][n:12]2)[cH:3][cH:4][cH:5][cH:6]1. Yields the product O=C(NC1CC1)c1cc(NCc2cnc(Nc3ccccn3)s2)c(F)cc1F. The reactants are FC1=C(OC(C(=O)OC(C)(C)C)(C)C)C=CC(=C1)CCC(C=1SC(=CC1)C1=CC=C(C=C1)C(F)(F)F)=O (tert-butyl 2-(2-fluoro-4-(3-oxo-3-(5-(4-(trifluoromethyl)phenyl)thien-2-yl)propyl)phenoxy)-2-methylpropanoate), FC(C(=O)O)(F)F (trifluoroacetic acid). The product is FC1=C(OC(C(=O)O)(C)C)C=CC(=C1)CCC(C=1SC(=CC1)C1=CC=C(C=C1)C(F)(F)F)=O (2-(2-Fluoro-4-(3-oxo-3-(5-(4-(trifluoromethyl)phenyl)thien-2-yl)propyl)-phenoxy)-2-methylpropanoic acid). As a reaction SMILES: [F:1][C:2]1[CH:18]=[C:17]([CH2:19][CH2:20][C:21](=[O:37])[C:22]2[S:23][C:24]([C:27]3[CH:32]=[CH:31][C:30]([C:33]([F:36])([F:35])[F:34])=[CH:29][CH:28]=3)=[CH:25][CH:26]=2)[CH:16]=[CH:15][C:3]=1[O:4][C:5]([CH3:14])([CH3:13])[C:6]([O:8]C(C)(C)C)=[O:7].FC(F)(F)C(O)=O>>[F:1][C:2]1[CH:18]=[C:17]([CH2:19][CH2:20][C:21](=[O:37])[C:22]2[S:23][C:24]([C:27]3[CH:28]=[CH:29][C:30]([C:33]([F:36])([F:35])[F:34])=[CH:31][CH:32]=3)=[CH:25][CH:26]=2)[CH:16]=[CH:15][C:3]=1[O:4][C:5]([CH3:13])([CH3:14])[C:6]([OH:8])=[O:7]. Procedure details: 2-(2-Fluoro-4-(3-oxo-3-(5-(4-(trifluoromethyl)phenyl)thien-2-yl)propyl)-phenoxy)-2-methylpropanoic acid is prepared from tert-butyl 2-(2-fluoro-4-(3-oxo-3-(5-(4-(trifluoromethyl)phenyl)thien-2-yl)propyl)phenoxy)-2-methylpropanoate according to general procedure E using 17 equivalents of trifluoroacetic acid. Reactants: C(C)[Mg]Br (ethylmagnesium bromide), C(=O)(OC)C1N2CCCC2CN1C1=CC=CC=C1 (2-Carbomethoxy-3-phenyl-1,3-diazabicyclo[3,3,0]octane), N(C1=CC=CC=C1)C[C@H]1NCCC1 ((S)-2-(anilinomethyl)pyrrolidine), [Cl-].[Mg+2].[Cl-] (magnesium chloride). Solvent: C1CCOC1 (THF), CCOCC (ether). Conditions: temperature -70 celsius. Product: C(CC)(=O)C1N2CCCC2CN1C1=CC=CC=C1 (2-propionyl-3-phenyl-1,3-diazabicyclo[3,3,0]octane). The yield is 28.0%. Reaction SMILES: [C:1]([CH:5]1[N:12]([C:13]2[CH:18]=[CH:17][CH:16]=[CH:15][CH:14]=2)[CH2:11][CH:10]2[N:6]1[CH2:7][CH2:8][CH2:9]2)([O:3]C)=O.N(C[C@@H]1CCCN1)[C:20]1C=CC=C[CH:21]=1.[Cl-].[Mg+2].[Cl-].C([Mg]Br)C>C1COCC1.CCOCC>[C:1]([CH:5]1[N:12]([C:13]2[CH:18]=[CH:17][CH:16]=[CH:15][CH:14]=2)[CH2:11][CH:10]2[N:6]1[CH2:7][CH2:8][CH2:9]2)(=[O:3])[CH2:20][CH3:21] |f:2.3.4|. Procedure details: 2-Carbomethoxy-3-phenyl-1,3-diazabicyclo[3,3,0]octane prepared from 1.76 g of (S)-2-(anilinomethyl)pyrrolidine, as described in Example 8, was dissolved in 50 ml of THF, then admixed with 1.05 g of anhydrous magnesium chloride and refluxed by heating for 10 minutes. To the mixture cooled to -70° C., was added dropwise an ether solution containing 1.46 equivalents of ethylmagnesium bromide. The resulting mixture was treated as described in Example 12 to obtain 694 mg (28%) of 2-propionyl-3-phenyl... Reaction SMILES: [BH4-:13].[CH3:1][c:2]1[n:3][c:4]2[n:5]([cH:6][cH:7][cH:8][c:9]2[CH:10]=[O:11])[cH:12]1.[CH:15]([OH:16])([CH3:17])[CH3:18].[Na+:14]>>[CH3:1][c:2]1[n:3][c:4]2[n:5]([cH:6][cH:7][cH:8][c:9]2[CH2:10][OH:11])[cH:12]1. Reactants: [BH4-], Cc1cn2cccc(C=O)c2n1, CC(C)O, [Na+]. Product: Cc1cn2cccc(CO)c2n1. The reactants are NC1=C(C(=NC=2SC3=C(C12)CCC3)C)C(=O)C3CC3 ((4-amino-6-methyl-2,3-dihydro-1H-8-thia-7-aza-cyclopenta[a]inden-5-yl)-cyclopropyl-methanone), [H-].[Na+] (NaH), BrCCCCCBr (1,5-dibromo-pentane). The solvent is CN(C)C=O (DMF). Run at time 20 minute. The product is C1(CC1)C(=O)C=1C(=NC=2SC3=C(C2C1N1CCCCC1)CCC3)C (cyclopropyl-(6-methyl-4-piperidin-1-yl-2,3-dihydro-1H-8-thia-7-aza-cyclopenta[a]inden-5-yl)-methanone). Isolated yield 53.4%. RXN SMILES: [NH2:1][C:2]1[C:10]2[C:9]3[CH2:11][CH2:12][CH2:13][C:8]=3[S:7][C:6]=2[N:5]=[C:4]([CH3:14])[C:3]=1[C:15]([CH:17]1[CH2:19][CH2:18]1)=[O:16].[H-].[Na+].Br[CH2:23][CH2:24][CH2:25][CH2:26][CH2:27]Br>CN(C=O)C>[CH:17]1([C:15]([C:3]2[C:4]([CH3:14])=[N:5][C:6]3[S:7][C:8]4[CH2:13][CH2:12][CH2:11][C:9]=4[C:10]=3[C:2]=2[N:1]2[CH2:27][CH2:26][CH2:25][CH2:24][CH2:23]2)=[O:16])[CH2:19][CH2:18]1 |f:1.2|. Reported procedure: To a stirred solution of 12 mg (0.044 mmol) of (4-amino-6-methyl-2,3-dihydro-1H-8-thia-7-aza-cyclopenta[a]inden-5-yl)-cyclopropyl-methanone in 2 ml DMF was added 3.0 mg (0.066 mmol) NaH (55% in oil). After 20 minutes, 10 □l (0.044 mmol) of 1,5-dibromo-pentane and stirring was continued at RT over the night. The mixture was poured onto water and extracted three times with ethyl acetate. The combined organic phases were dried over sodium sulfate and concentrated in vacuo. Flash chromatography (hep...